This data is from the Open Reaction Database (ORD), a public repository of structured organic reaction records. The task is: describe an organic reaction: reactants, conditions, products, and yield Reactants: O=C(OO)c1cccc(Cl)c1, ClCCl, CSCCn1c(=O)n(C(=O)NC(C(N)=O)C(C)(C)C)c2ccccc21, [Na+], O=C([O-])O. Product: CS(=O)CCn1c(=O)n(C(=O)NC(C(N)=O)C(C)(C)C)c2ccccc21. As a reaction SMILES: [Cl:26][c:27]1[cH:28][cH:29][cH:30][c:31]([C:32]([O:33][OH:35])=[O:34])[cH:36]1.[Cl:42][CH2:43][Cl:44].[NH2:1][C:2](=[O:3])[CH:4]([C:5]([CH3:6])([CH3:7])[CH3:8])[NH:9][C:10](=[O:11])[n:12]1[c:13](=[O:25])[n:14]([CH2:21][CH2:22][S:23][CH3:24])[c:15]2[c:16]1[cH:17][cH:18][cH:19][cH:20]2.[Na+:41].[O-:37][C:38]([OH:39])=[O:40]>>[NH2:1][C:2](=[O:3])[CH:4]([C:5]([CH3:6])([CH3:7])[CH3:8])[NH:9][C:10](=[O:11])[n:12]1[c:13](=[O:25])[n:14]([CH2:21][CH2:22][S:23]([CH3:24])=[O:34])[c:15]2[c:16]1[cH:17][cH:18][cH:19][cH:20]2. Reactants: [H][H] (hydrogen), [N+](=O)([O-])C1=CC=C(C2=CC=CC=C12)OC1=CC(=NC=N1)NC(=O)N (1-(6-(4-nitronaphthalen-1-yloxy)pyrimidin-4-yl)urea), C(Cl)Cl (DCM), C1CCOC1 (THF). The reagents and catalysts are [Pt] (Pt/C), CC(=O)O (AcOH). The solvent is CO (MeOH). The product is NC1=CC=C(C2=CC=CC=C12)OC1=CC(=NC=N1)NC(=O)N (1-(6-(4-aminonaphthalen-1-yloxy)pyrimidin-4-yl)urea). RXN SMILES: [N+:1]([C:4]1[C:13]2[C:8](=[CH:9][CH:10]=[CH:11][CH:12]=2)[C:7]([O:14][C:15]2[N:20]=[CH:19][N:18]=[C:17]([NH:21][C:22]([NH2:24])=[O:23])[CH:16]=2)=[CH:6][CH:5]=1)([O-])=O.C(Cl)Cl.C1COCC1.[H][H]>CO.CC(O)=O.[Pt]>[NH2:1][C:4]1[C:13]2[C:8](=[CH:9][CH:10]=[CH:11][CH:12]=2)[C:7]([O:14][C:15]2[N:20]=[CH:19][N:18]=[C:17]([NH:21][C:22]([NH2:24])=[O:23])[CH:16]=2)=[CH:6][CH:5]=1. Procedure: A solution of 1-(6-(4-nitronaphthalen-1-yloxy)pyrimidin-4-yl)urea (60 mg, 0.184 mmol) in a mixture of MeOH, DCM and THF (1:1:1 v/v/v, 30 mL) containing AcOH (2 drops) was subjected to hydrogenation by passage through a Thales H-cube (1.0 mL min−1, RT, 70 mm CatCart, 10% Pt/C, full hydrogen mode). The resulting solution was evaporated in vacuo to afford the title compound, Intermediate R1, as a brown glassy solid (58 mg, 76% purity, 81%); Rt 1.23 min (Method 1 basic); m/z 296 (M+H)+ (ES+). This m... Reactants: O1C=CC2=C1C=CC(=C2)C=2C=C(C(NN2)=O)C(=O)OC (6-(1-benzofuran-5-yl)-4-methoxycarbonyl-2H-pyridazin-3-one), O1CCC2=C1C=CC(=C2)C=2C=C(C(NN2)=O)C(=O)OC (6-(2,3-dihydro-1-benzofuran-5-yl)-4-methoxycarbonyl-2H-pyridazin-3-one), CS(=O)(=O)OCCCC1=C(C=CC=C1)Cl (3-(2-chlorophenyl)-1-propanol methanesulfonate). Product: C(=O)(O)C=1C(N(N=C(C1)C=1C=CC2=C(CCO2)C1)CCCC1=C(C=CC=C1)Cl)=O (4-carboxy-2-[3-(2-chlorophenyl)propyl]-6-(2,3-dihydro-1-benzofuran-5-yl)-2H-pyridazin-3-one). Isolated yield 76.8%. As a reaction SMILES: [O:1]1[C:5]2[CH:6]=[CH:7][C:8]([C:10]3[CH:11]=[C:12]([C:17]([O:19]C)=[O:18])[C:13](=[O:16])[NH:14][N:15]=3)=[CH:9][C:4]=2[CH:3]=[CH:2]1.O1C2C=CC(C3C=C(C(OC)=O)C(=O)NN=3)=CC=2CC1.CS(O[CH2:46][CH2:47][CH2:48][C:49]1[CH:54]=[CH:53][CH:52]=[CH:51][C:50]=1[Cl:55])(=O)=O>>[C:17]([C:12]1[C:13](=[O:16])[N:14]([CH2:46][CH2:47][CH2:48][C:49]2[CH:54]=[CH:53][CH:52]=[CH:51][C:50]=2[Cl:55])[N:15]=[C:10]([C:8]2[CH:7]=[CH:6][C:5]3[O:1][CH2:2][CH2:3][C:4]=3[CH:9]=2)[CH:11]=1)([OH:19])=[O:18]. Procedure details: The general procedure of Example 1 (3) was carried out by use of 6-(2,3-dihydro-1-benzofuran-5-yl)-4-methoxycarbonyl-2H-pyridazin-3-one and 3-(2-chlorophenyl)-1-propanol methanesulfonate, to thereby yield the title compound as a yellow powder (yield: 76.8%). As a reaction SMILES: [CH3:1][CH:2]([CH2:3][C:4]([CH:5]1[C:6]([CH3:14])([CH3:15])[CH:7]=[C:8]([CH3:13])[CH2:9][C:10]1([CH3:11])[CH3:12])=[CH2:16])[OH:17].[CH3:30][C:31](=[O:32])[O-:33].[Cl:34][CH2:35][Cl:36].[Na+:29].[O:18]=[Cr:19]([Cl:20])([O-:21])=[O:22].[nH+:23]1[cH:24][cH:25][cH:26][cH:27][cH:28]1>>[CH3:1][C:2]([CH2:3][C:4]([CH:5]1[C:6]([CH3:14])([CH3:15])[CH:7]=[C:8]([CH3:13])[CH2:9][C:10]1([CH3:11])[CH3:12])=[CH2:16])=[O:17]. Reactants: C=C(CC(C)O)C1C(C)(C)C=C(C)CC1(C)C, CC(=O)[O-], ClCCl, [Na+], O=[Cr](=O)([O-])Cl, c1cc[nH+]cc1. Yields the product C=C(CC(C)=O)C1C(C)(C)C=C(C)CC1(C)C.